This data is from the Open Reaction Database (ORD), a public repository of structured organic reaction records. The task is: describe an organic reaction: reactants, conditions, products, and yield The reactants are [OH-].[Li+] (lithium hydroxide), C(C)OC(=O)C12NC(C3CC(CC3C(N(CCCCC=CC2C1)C)=O)OC1=NC(=NC2=C(C(=CC=C12)OC)C)C1=CC=C(C=C1)OC)=O (17-[7-Methoxy-2-(4-methoxy-phenyl)-8-methyl-quinazolin-4-yloxy]-13-methyl-2,14-dioxo-3,13-diaza-tricyclo[13.3.0.0*4,6*]octadec-7-ene-4-carboxylic acid ethyl ester), BrCC(C(C)C)=O (1-bromo-3-methylbutan-2-one), BrCC(C(C)C)=O (1-bromo-3-methylbutan-2-one). Run in solvent, C1CCOC1 (THF). Conditions: temperature 50 celsius. Yields the product COC1=CC=C2C(=NC(=NC2=C1C)C1=CC=C(C=C1)OC)OC1CC2C(N(CCCCC=CC3CC3(NC(C2C1)=O)C(=O)O)C)=O (17-[7-Methoxy-2-(4-methoxy-phenyl)-8-methyl-quinazolin-4-yloxy]-13-methyl-2,14-dioxo-3,13-diaza-tricyclo[13.3.0.0*4,6*]octadec-7-ene-4-carboxylic acid). Isolated yield 57.2%. Reaction SMILES: C([O:3][C:4]([C:6]12[CH2:23][CH:22]1[CH:21]=[CH:20][CH2:19][CH2:18][CH2:17][CH2:16][N:15]([CH3:24])[C:14](=[O:25])[CH:13]1[CH:9]([CH2:10][CH:11]([O:26][C:27]3[C:36]4[C:31](=[C:32]([CH3:39])[C:33]([O:37][CH3:38])=[CH:34][CH:35]=4)[N:30]=[C:29]([C:40]4[CH:45]=[CH:44][C:43]([O:46][CH3:47])=[CH:42][CH:41]=4)[N:28]=3)[CH2:12]1)[C:8](=[O:48])[NH:7]2)=[O:5])C.BrCC(=O)C(C)C.[OH-].[Li+]>C1COCC1>[CH3:38][O:37][C:33]1[C:32]([CH3:39])=[C:31]2[C:36]([C:27]([O:26][CH:11]3[CH2:10][CH:9]4[CH:13]([C:14](=[O:25])[N:15]([CH3:24])[CH2:16][CH2:17][CH2:18][CH2:19][CH:20]=[CH:21][CH:22]5[C:6]([C:4]([OH:5])=[O:3])([NH:7][C:8]4=[O:48])[CH2:23]5)[CH2:12]3)=[N:28][C:29]([C:40]3[CH:41]=[CH:42][C:43]([O:46][CH3:47])=[CH:44][CH:45]=3)=[N:30]2)=[CH:35][CH:34]=1 |f:2.3|. Reported procedure: Compound 136 (420 mg, 0.639 mmol) was dissolved in a 96 mL solvent mixture (THF 2:methanol 1:water 1). Aqueous lithium hydroxide (6.4 mL, 1M) was added and the reaction mixture was heated at 50° C. over-night. Purification by column chromatography (silica gel, 5% methanol in dichloromethane) gave the title compound (230 mg, 57%). MS (M+H)+ 629.